From a dataset of the Open Reaction Database (ORD), a public repository of structured organic reaction records. describe an organic reaction: reactants, conditions, products, and yield The reactants are [Cl-], Nc1cc(N)cc(Cl)c1, N, O. Yields the product Nc1cc(N)cc(N)c1. RXN SMILES: [Cl-:12].[NH2:1][c:2]1[cH:3][c:4]([Cl:9])[cH:5][c:6]([NH2:8])[cH:7]1.[NH3:11].[OH2:10]>>[NH2:1][c:2]1[cH:3][c:4]([NH2:11])[cH:5][c:6]([NH2:8])[cH:7]1. Reactants: N#N (N2), Cl.C(C1=CC=CC=C1)N1C[C@@H]2CN(C[C@@H]2C1)C(=O)OC(C)(C)C (3-Benzyl-7-(tert-butoxycarbonyl)-cis-3,7-diazabicyclo[3.3.0]octane hydrochloride). The reagents and catalysts are [Pd] (Pd/C). The solvent is CCOC(=O)C (EtOAc), CO (methanol). Reaction conditions: time 18 hour. The product is Cl.C1N(CC2C1CNC2)C(=O)OC(C)(C)C (tert-Butyl hexahydropyrrolo[3,4-c]pyrrole-2(1H)-carboxylate hydrochloride). Yield: 86.7%. RXN SMILES: [ClH:1].C([N:9]1[CH2:16][C@@H:15]2[C@@H:11]([CH2:12][N:13]([C:17]([O:19][C:20]([CH3:23])([CH3:22])[CH3:21])=[O:18])[CH2:14]2)[CH2:10]1)C1C=CC=CC=1.N#N>CO.CCOC(C)=O.[Pd]>[ClH:1].[CH2:12]1[CH:11]2[CH2:10][NH:9][CH2:16][CH:15]2[CH2:14][N:13]1[C:17]([O:19][C:20]([CH3:23])([CH3:22])[CH3:21])=[O:18] |f:0.1,6.7|. Reported procedure: To a solution of 3-benzyl-7-(tert-butoxycarbonyl)-3,7-diazabicyclo[3.3.0]-octane hydrochloride (91.1 g, 269 mmol; from step (d) above) in methanol (250 mL) under a N2 atmosphere there was added 10% Pd/C (w/w; 9.8 g). The N2 atmosphere was exchanged for H2 (1 atm of pressure) and the reaction was stirred for 18 h. The reaction was filtered through a pad of cellulose to remove the catalyst. The filtrate was concentrated in vacuo to afford an off-white solid. The solid was slurried in EtOAc and col... The reactants are BrC1=CC2=C(C(C=3C=NC=CC31)=C)C=CC=C2 (5-bromo-11-methylenebenzo[5,6]cyclohepta[1,2-c]pyridine), CN1CCNCC1 (1-methylpiperazine), CC(C)([O-])C.[K+] (potassium tert.-butoxide). Run in C(C)(C)(C)O (tert.-butanol). The product is CN1CCN(CC1)C1=CC2=C(C=NC=C2)C(C2=C1C=CC=C2)=C (6-(4-methylpiperazinyl)-11-methylenebenzo[5,6]cyclohepta[1,2-c]pyridine). RXN SMILES: Br[C:2]1[C:12]2[CH:11]=[CH:10][N:9]=[CH:8][C:7]=2[C:6](=[CH2:13])[C:5]2[CH:14]=[CH:15][CH:16]=[CH:17][C:4]=2[CH:3]=1.[CH3:18][N:19]1[CH2:24][CH2:23][NH:22][CH2:21][CH2:20]1.CC(C)([O-])C.[K+]>C(O)(C)(C)C>[CH3:18][N:19]1[CH2:24][CH2:23][N:22]([C:3]2[C:4]3[CH:17]=[CH:16][CH:15]=[CH:14][C:5]=3[C:6](=[CH2:13])[C:7]3[CH:8]=[N:9][CH:10]=[CH:11][C:12]=3[CH:2]=2)[CH2:21][CH2:20]1 |f:2.3|. Reported procedure: A mixture of 5-bromo-11-methylenebenzo[5,6]cyclohepta[1,2-c]pyridine (11.0 g.), 1-methylpiperazine (7.8 ml.), potassium tert.-butoxide (8.4 g.) and tert.-butanol (150 ml.) is heated under reflux for 4 hours. The tert.-butanol is removed in vacuo and the residue is taken up in methylene chloride (600 ml.). The resulting mixture is washed with 10% NaCl solution, saturated NaCl solution, and dried (anhydrous Na2SO4). Filtration and removal of the solvent gives 10.76 g. of dark amber oil. Reactants: COC(=O)C=1SC(=CC1Br)C (3-Bromo-5-methyl-thiophene-2-carboxylic acid methyl ester), C1CC(=O)N(C1=O)Br (NBS), C(C1=CC=CC=C1)(=O)OOC(C1=CC=CC=C1)=O (Benzoyl peroxide). The solvent is C(Cl)(Cl)(Cl)Cl (CCl4). Yields the product COC(=O)C=1SC(=CC1Br)CBr (3-Bromo-5-bromomethyl-thiophene-2-carboxylic acid methyl ester). Yield: 44.7%. Reaction SMILES: [CH3:1][O:2][C:3]([C:5]1[S:6][C:7]([CH3:11])=[CH:8][C:9]=1[Br:10])=[O:4].C1C(=O)N([Br:19])C(=O)C1.C(OOC(=O)C1C=CC=CC=1)(=O)C1C=CC=CC=1>C(Cl)(Cl)(Cl)Cl>[CH3:1][O:2][C:3]([C:5]1[S:6][C:7]([CH2:11][Br:19])=[CH:8][C:9]=1[Br:10])=[O:4]. Reported procedure: A mixture of 3-Bromo-5-methyl-thiophene-2-carboxylic acid methyl ester (1.66 g, 7.06 mmol), NBS (1.63 g, 9.18 mmol), and Benzoyl peroxide (0.085 g, 0.35 mmol) in CCl4 (15 ml) was refluxed in a pressure tube 15 h. The reaction mixture was cooled and evaporated. The residue was purified by column (0-15% EtOAc in hexane) to give 0.99 g (45%) yellow oil product. Starting materials: C(C1=CC=CC=C1)OCCNC1=C(C#N)C=CC(=N1)OC1=CC(=C(C=C1)B1OC(C(O1)(C)C)(C)C)C=O (2-(2-Benzyloxy-ethylamino)-6-[3-formyl-4-(4,4,5,5-tetramethyl-[1,3,2]dioxaborolan-2-yl)-phenoxy]-nicotinonitrile), [BH4-].[Na+] (NaBH4), Cl (HCl). Solvent: CO (MeOH). Run at time 8 hour. The product is C(C1=CC=CC=C1)OCCNC1=C(C#N)C=CC(=N1)OC1=CC2=C(B(OC2)O)C=C1 (2-(2-Benzyloxy-ethylamino)-6-(1-hydroxy-1,3-dihydro-benzo[c][1,2]oxaborol-5-yloxy)-nicotinonitrile). Yield: 45.7%. As a reaction SMILES: [CH2:1]([O:8][CH2:9][CH2:10][NH:11][C:12]1[N:19]=[C:18]([O:20][C:21]2[CH:26]=[CH:25][C:24]([B:27]3[O:31]C(C)(C)C(C)(C)O3)=[C:23]([CH:36]=[O:37])[CH:22]=2)[CH:17]=[CH:16][C:13]=1[C:14]#[N:15])[C:2]1[CH:7]=[CH:6][CH:5]=[CH:4][CH:3]=1.[BH4-].[Na+].Cl>CO>[CH2:1]([O:8][CH2:9][CH2:10][NH:11][C:12]1[N:19]=[C:18]([O:20][C:21]2[CH:26]=[CH:25][C:24]3[B:27]([OH:31])[O:37][CH2:36][C:23]=3[CH:22]=2)[CH:17]=[CH:16][C:13]=1[C:14]#[N:15])[C:2]1[CH:7]=[CH:6][CH:5]=[CH:4][CH:3]=1 |f:1.2|. Procedure details: To a clear solution of 2-(2-benzyloxy-ethylamino)-6-[3-formyl-4-(4,4,5,5-tetramethyl-[1,3,2]dioxaborolan-2-yl)-phenoxy]-nicotinonitrile (7, 9 g, 18 mmol) in MeOH (anhydrous, 200 mL) was slowly added NaBH4 (4.11 g, 108 mmol). The reaction was stirred at room temperature 4 hours, before the addition of HCl solution (1 M, 200 mL). The stirring was kept at room temperature overnight. Then the solution was slowly evaporated in vacuo. The solid formed was filtered, washed with water and air-dried to g...